This data is from the Open Reaction Database (ORD), a public repository of structured organic reaction records. The task is: describe an organic reaction: reactants, conditions, products, and yield Solvent: COCCOCCOC (diglyme). Conditions: temperature 140 celsius. Isolated yield 69.5%. Reported procedure: A mixture of 20.0 g (27.3 mmol) of 2-chloro-4,6-bis[N-(1-cyclohexyloxy-2,2,6,6-tetramethylpiperidin-4-yl)butylamino]-1,3,5-triazine, 25.1 g (0.164 mol) of sodium 6-aminohexanoate, and 200 ml of diglyme is heated at 140° C. for seven hours. The reaction mixture is partitioned between 1N HCl (500 ml) and ether (400 ml), and the aqueous phase is extracted with ether (200 ml). The combined organic layers are washed with water (2×200 ml) and saturated aqueous sodium chloride solution (200 ml), and th... The product is C1(CCCCC1)ON1C(CC(CC1(C)C)CCCCNC1=NC(=NC(=N1)NCCCCC1CC(N(C(C1)(C)C)OC1CCCCC1)(C)C)NCCCCCC(=O)O)(C)C (N-{4,6-Bis[(1-cyclohexyloxy-2,2,6,6-tetramethylpiperidin-4-yl)butylamino]-1,3,5-triazin-2-yl}-6-aminohexanoic acid). Starting materials: ClC1=NC(=NC(=N1)NCCCCC1CC(N(C(C1)(C)C)OC1CCCCC1)(C)C)NCCCCC1CC(N(C(C1)(C)C)OC1CCCCC1)(C)C (2-chloro-4,6-bis[N-(1-cyclohexyloxy-2,2,6,6-tetramethylpiperidin-4-yl)butylamino]-1,3,5-triazine), NCCCCCC(=O)[O-].[Na+] (sodium 6-aminohexanoate). Reaction SMILES: Cl[C:2]1[N:7]=[C:6]([NH:8][CH2:9][CH2:10][CH2:11][CH2:12][CH:13]2[CH2:18][C:17]([CH3:20])([CH3:19])[N:16]([O:21][CH:22]3[CH2:27][CH2:26][CH2:25][CH2:24][CH2:23]3)[C:15]([CH3:29])([CH3:28])[CH2:14]2)[N:5]=[C:4]([NH:30][CH2:31][CH2:32][CH2:33][CH2:34][CH:35]2[CH2:40][C:39]([CH3:42])([CH3:41])[N:38]([O:43][CH:44]3[CH2:49][CH2:48][CH2:47][CH2:46][CH2:45]3)[C:37]([CH3:51])([CH3:50])[CH2:36]2)[N:3]=1.[NH2:52][CH2:53][CH2:54][CH2:55][CH2:56][CH2:57][C:58]([O-:60])=[O:59].[Na+]>COCCOCCOC>[CH:44]1([O:43][N:38]2[C:37]([CH3:51])([CH3:50])[CH2:36][CH:35]([CH2:34][CH2:33][CH2:32][CH2:31][NH:30][C:4]3[N:5]=[C:6]([NH:8][CH2:9][CH2:10][CH2:11][CH2:12][CH:13]4[CH2:14][C:15]([CH3:28])([CH3:29])[N:16]([O:21][CH:22]5[CH2:27][CH2:26][CH2:25][CH2:24][CH2:23]5)[C:17]([CH3:19])([CH3:20])[CH2:18]4)[N:7]=[C:2]([NH:52][CH2:53][CH2:54][CH2:55][CH2:56][CH2:57][C:58]([OH:60])=[O:59])[N:3]=3)[CH2:40][C:39]2([CH3:42])[CH3:41])[CH2:49][CH2:48][CH2:47][CH2:46][CH2:45]1 |f:1.2|. Reactants: C1CCOC1, CC(C)C(=O)Nc1cccc(C2CCN(CCN)CC2)c1, O=C(Cl)C(c1ccccc1)c1ccccc1. The product is CC(C)C(=O)Nc1cccc(C2CCN(CCNC(=O)C(c3ccccc3)c3ccccc3)CC2)c1. RXN SMILES: [CH2:38]1[O:39][CH2:40][CH2:41][CH2:42]1.[NH2:1][CH2:2][CH2:3][N:4]1[CH2:5][CH2:6][CH:7]([c:10]2[cH:11][c:12]([NH:16][C:17]([CH:18]([CH3:19])[CH3:20])=[O:21])[cH:13][cH:14][cH:15]2)[CH2:8][CH2:9]1.[c:22]1([CH:28]([C:29](=[O:30])[Cl:31])[c:32]2[cH:33][cH:34][cH:35][cH:36][cH:37]2)[cH:23][cH:24][cH:25][cH:26][cH:27]1>>[NH:1]([CH2:2][CH2:3][N:4]1[CH2:5][CH2:6][CH:7]([c:10]2[cH:11][c:12]([NH:16][C:17]([CH:18]([CH3:19])[CH3:20])=[O:21])[cH:13][cH:14][cH:15]2)[CH2:8][CH2:9]1)[C:29]([CH:28]([c:22]1[cH:23][cH:24][cH:25][cH:26][cH:27]1)[c:32]1[cH:33][cH:34][cH:35][cH:36][cH:37]1)=[O:30]. Starting materials: O1C(OCC1)C1=CC=2SC(=CC2S1)S(=O)(=O)N (5-(2-dioxolanyl)thieno[3,2-b]thiophene-2-sulfonamide), O.C1(=CC=C(C=C1)S(=O)(=O)O)C (p-toluenesulfonic acid monohydrate). The solvent is CC(=O)C (acetone). Yields the product C(=O)C1=CC=2SC(=CC2S1)S(=O)(=O)N (5-formylthieno[3,2-b]thiophene-2-sulfonamide). RXN SMILES: [O:1]1CCO[CH:2]1[C:6]1[S:13][C:12]2[CH:11]=[C:10]([S:14]([NH2:17])(=[O:16])=[O:15])[S:9][C:8]=2[CH:7]=1.O.C1(C)C=CC(S(O)(=O)=O)=CC=1>CC(C)=O>[CH:2]([C:6]1[S:13][C:12]2[CH:11]=[C:10]([S:14]([NH2:17])(=[O:16])=[O:15])[S:9][C:8]=2[CH:7]=1)=[O:1] |f:1.2|. Procedure: 2,3-Dibromothiophene (1) is converted to 3-Bromothiophene-2-carboxaldehyde (2) through a series of reactions with n-butyl lithium yielding 2-litho-3-bromothiophene, followed by N-formylpiperidine and 3N HCl. This 3-bromothiophene-2-carboxaldehyde (2) is then placed in toluene solution containing ethylene glycol to which is added pyridinium tosylate yielding 3-bromo-2-(2-dioxolanyl)thiophene (3). This 3-bromo-2-(2-dioxolanyl)thiophene (3) is then reacted with n-butyllithium followed by sulfur, th... Procedure details: Procedure B was performed using N-(4-Chloro-3-iodophenyl)-6-(trifluoromethyl)-2-methylpyridine-3-carboxamide (88 mg, 0.2 mmol) with 2-pyridylzinc bromide (1 mL, 0.5 mmol, 0.5 M in THF). Purified by silica gel chromatography (10-80% ethyl acetate/hexanes) to yield N-(4-chloro-3-(pyridin-2-yl)phenyl)-6-(trifluoromethyl)-2-methylpyridine-3-carboxamide as a yellow solid: TLC Rf=0.28 (35% ethyl acetate/hexanes); TLC Rf=0.28 (35% ethyl acetate/hexanes); NMR (CDCl3, 400 MHz) 8.88 (bs, 1H), 8.41 (d, 1H)... The product is ClC1=C(C=C(C=C1)NC(=O)C=1C(=NC(=CC1)C(F)(F)F)C)C1=NC=CC=C1 (N-(4-chloro-3-(pyridin-2-yl)phenyl)-6-(trifluoromethyl)-2-methylpyridine-3-carboxamide). As a reaction SMILES: [Cl:1][C:2]1[CH:7]=[CH:6][C:5]([NH:8][C:9]([C:11]2[C:12]([CH3:21])=[N:13][C:14]([C:17]([F:20])([F:19])[F:18])=[CH:15][CH:16]=2)=[O:10])=[CH:4][C:3]=1I.[Br-].[N:24]1[CH:29]=[CH:28][CH:27]=[CH:26][C:25]=1[Zn+]>>[Cl:1][C:2]1[CH:7]=[CH:6][C:5]([NH:8][C:9]([C:11]2[C:12]([CH3:21])=[N:13][C:14]([C:17]([F:20])([F:19])[F:18])=[CH:15][CH:16]=2)=[O:10])=[CH:4][C:3]=1[C:25]1[CH:26]=[CH:27][CH:28]=[CH:29][N:24]=1 |f:1.2|. The reactants are ClC1=C(C=C(C=C1)NC(=O)C=1C(=NC(=CC1)C(F)(F)F)C)I (N-(4-Chloro-3-iodophenyl)-6-(trifluoromethyl)-2-methylpyridine-3-carboxamide), [Br-].N1=C(C=CC=C1)[Zn+] (2-pyridylzinc bromide). Reactants: C1(C=2C(C(=O)O1)=CC=CC2)=O (phthalic anhydride), NCCC(=O)O (β-alanine). Run in O (water). Reaction conditions: temperature 200 celsius. Product: C1=CC=C2C(=C1)C(=O)N(C2=O)CCC(=O)O (phthaloyl-β-alanine). RXN SMILES: [C:1]1(=[O:11])[O:6][C:4](=O)[C:3]2=[CH:7][CH:8]=[CH:9][CH:10]=[C:2]12.[NH2:12][CH2:13][CH2:14][C:15]([OH:17])=[O:16]>O>[CH:8]1[CH:7]=[C:3]2[C:4]([N:12]([CH2:13][CH2:14][C:15]([OH:17])=[O:16])[C:1](=[O:11])[C:2]2=[CH:10][CH:9]=1)=[O:6]. Procedure: A mixture of phthalic anhydride (500 g) and β-alanine (267 g) was fused by heating at 200° C. for 15 minutes, and poured into water (1500 ml). The formed precipitate was collected by filtration, and recrystallized from ethanol to give phthaloyl-β-alanine (hereinafter referred to as pht-βAla), yield 537 g, 81.6%. Reactants: C(C1=CC=CC=C1)Br (Benzylbromide), C1(O)=CC=C(O)C=C1 (hydroquinone). The product is C(C1=CC=CC=C1)OC1=CC=C(C=C1)O (4-benzyloxyphenol). Reaction SMILES: [CH2:1](Br)[C:2]1[CH:7]=[CH:6][CH:5]=[CH:4][CH:3]=1.[C:9]1([CH:16]=[CH:15][C:13]([OH:14])=[CH:12][CH:11]=1)[OH:10]>>[CH2:1]([O:10][C:9]1[CH:16]=[CH:15][C:13]([OH:14])=[CH:12][CH:11]=1)[C:2]1[CH:7]=[CH:6][CH:5]=[CH:4][CH:3]=1. Reported procedure: Benzylbromide and hydroquinone are reacted to obtain 4-benzyloxyphenol (i),which is reacted with optical active perfluoro-2-(perfluoroalkoxy) propionic chloride in pyridine as a solvent to obtain 4-benzyloxyphenyl-perfluoro-2-(Perfluoroalkoxy) propionate (ii), which is then subjected to the hydrogenation in the presence of a palladium/carbon catalyst to obtain 4-hydroxyphenyl-perfluoro-2-(perfluoropropoxy) propionate (iii), which is reacted to 4-alkyloxybenzoic acid and thionyl chloride in pyrid...